This data is from the Open Reaction Database (ORD), a public repository of structured organic reaction records. The task is: describe an organic reaction: reactants, conditions, products, and yield The reactants are NC1=CC=C(C=C1)C1=NN2C(C(=N1)N1CCOCC1)=CC(=C2)CN(C)C (2-(p-aminophenyl)-6-(dimethylaminomethyl)-4-morpholinopyrrolo[2,1-f][1,2,4]triazine), OCC=1C=C(C=CC1)C1=NN2C(C(=N1)N1CCOCC1)=CC(=C2)C(=O)N(C)C (2-(3-(hydroxymethyl)phenyl)-N,N-dimethyl-4-morpholinopyrrolo[2,1-f][1,2,4]triazine-6-carboxamide), solid. Product: CN(C)CC=1C=C2C(=NC(=NN2C1)C=1C=C(C=CC1)CO)N1CCOCC1 ((3-(6-((dimethylamino)methyl)-4-morpholinopyrrolo[2,1-f][1,2,4]triazin-2-yl)phenyl)methanol). Reaction SMILES: NC1C=CC(C2N=C(N3CCOCC3)C3=CC(CN(C)C)=CN3N=2)=CC=1.[OH:27][CH2:28][C:29]1[CH:30]=[C:31]([C:35]2[N:40]=[C:39]([N:41]3[CH2:46][CH2:45][O:44][CH2:43][CH2:42]3)[C:38]3=[CH:47][C:48]([C:50]([N:52]([CH3:54])[CH3:53])=O)=[CH:49][N:37]3[N:36]=2)[CH:32]=[CH:33][CH:34]=1>>[CH3:54][N:52]([CH2:50][C:48]1[CH:47]=[C:38]2[N:37]([CH:49]=1)[N:36]=[C:35]([C:31]1[CH:30]=[C:29]([CH2:28][OH:27])[CH:34]=[CH:33][CH:32]=1)[N:40]=[C:39]2[N:41]1[CH2:42][CH2:43][O:44][CH2:45][CH2:46]1)[CH3:53]. Procedure details: Compound I-24 was prepared by the method which was identical with that for preparing compound 13a, wherein compound 18 (70 mg, 0.184 mmol) was used as the starting material. White solid (100%). m.p. 163-165° C. 1H NMR (300 MHz, DMSO-d6): δ 8.20 (s, 1H), 8.11 (dt, J=2.4, 6.0 Hz, 1H), 7.99 (d, J=1.3 Hz, 1H), 7.45-7.41 (m, 2H), 7.15 (d, J=1.3 Hz, 1H), 5.27 (t, J=5.8 Hz, 1H), 4.57 (d, J=5.8 Hz, 2H), 4.07 (t, J=4.6 Hz, 4H), 3.95 (s, 2H), 3.80 (t, J=4.6 Hz, 4H), 2.44 (s, 6H). MS (EI) m/e (%): 367 (M+,...